Dataset: the Open Reaction Database (ORD), a public repository of structured organic reaction records. Task: describe an organic reaction: reactants, conditions, products, and yield As a reaction SMILES: [C:10]([c:11]1[nH:12][cH:13][cH:14][n:15]1)([c:16]1[nH:17][cH:18][cH:19][n:20]1)=[O:21].[CH2:22]([CH2:23][CH3:24])[c:25]1[n:26][c:27]2[c:28]([n:29]1[CH2:30][c:31]1[cH:32][cH:33][c:34](-[c:37]3[c:38]([S:43]([NH2:44])(=[O:45])=[O:46])[cH:39][cH:40][cH:41][cH:42]3)[cH:35][cH:36]1)[cH:47][c:48](-[c:52]1[n:53][c:54]3[c:55]([n:56]1[CH3:57])[cH:58][cH:59][cH:60][cH:61]3)[cH:49][c:50]2[CH3:51].[CH3:91][CH2:92][O:93][C:94](=[O:95])[CH3:96].[N:62]12[CH2:63][CH2:64][CH2:65][N:66]=[C:67]1[CH2:68][CH2:69][CH2:70][CH2:71][CH2:72]2.[O:86]1[CH2:87][CH2:88][CH2:89][CH2:90]1.[OH:1][C:2](=[O:3])[c:4]1[cH:5][cH:6][cH:7][cH:8][cH:9]1.[OH:73][C:74]([CH2:75][C:76]([C:77](=[O:78])[OH:79])([CH2:80][C:81](=[O:82])[OH:83])[OH:84])=[O:85]>>[C:2](=[O:3])([c:4]1[cH:5][cH:6][cH:7][cH:8][cH:9]1)[NH:44][S:43]([c:38]1[c:37](-[c:34]2[cH:33][cH:32][c:31]([CH2:30][n:29]3[c:25]([CH2:22][CH2:23][CH3:24])[n:26][c:27]4[c:28]3[cH:47][c:48](-[c:52]3[n:53][c:54]5[c:55]([n:56]3[CH3:57])[cH:58][cH:59][cH:60][cH:61]5)[cH:49][c:50]4[CH3:51])[cH:36][cH:35]2)[cH:42][cH:41][cH:40][cH:39]1)(=[O:45])=[O:46]. Product: CCCc1nc2c(C)cc(-c3nc4ccccc4n3C)cc2n1Cc1ccc(-c2ccccc2S(=O)(=O)NC(=O)c2ccccc2)cc1. The reactants are O=C(c1ncc[nH]1)c1ncc[nH]1, CCCc1nc2c(C)cc(-c3nc4ccccc4n3C)cc2n1Cc1ccc(-c2ccccc2S(N)(=O)=O)cc1, CCOC(C)=O, C1CCC2=NCCCN2CC1, C1CCOC1, O=C(O)c1ccccc1, O=C(O)CC(O)(CC(=O)O)C(=O)O. Reactants: CC(O)CCCCCO, CS(=O)(=O)Cl, ClCCl, c1ccncc1. The product is CC(O)CCCCCOS(C)(=O)=O. Reaction SMILES: [CH2:1]([CH2:2][CH2:3][CH2:4][CH2:5][CH:6]([CH3:7])[OH:8])[OH:9].[CH3:16][S:17]([Cl:18])(=[O:19])=[O:20].[Cl:21][CH2:22][Cl:23].[cH:10]1[cH:11][cH:12][n:13][cH:14][cH:15]1>>[CH2:1]([CH2:2][CH2:3][CH2:4][CH2:5][CH:6]([CH3:7])[OH:8])[O:9][S:17]([CH3:16])(=[O:19])=[O:20]. Yields the product CC1=C(N)C(=CC(=C1)C1=CN=NC=C1)C (2,6-Dimethyl-4-(pyridazin-4-yl)aniline). The reactants are Br.BrC1=CN=NC=C1 (4-bromopyridazine hydrobromide), CC1=C(N)C(=CC(=C1)B1OC(C(O1)(C)C)(C)C)C (2,6-dimethyl-4-(4,4,5,5-tetramethyl-1,3,2-dioxaborolan-2-yl)aniline), Intermediate 62. Run at temperature 70 celsius, time 12 hour. Procedure: The title compound is prepared from 4-bromopyridazine hydrobromide and 2,6-dimethyl-4-(4,4,5,5-tetramethyl-1,3,2-dioxaborolan-2-yl)aniline following a procedure analogous to that described in Step 2 of Intermediate 62. The mixture is stirred for 12 hours at 70° C. LC (method 9): tR=0.66 min; Mass spectrum (ESI+): m/z=200 [M+H]+. As a reaction SMILES: Br.Br[C:3]1[CH:8]=[CH:7][N:6]=[N:5][CH:4]=1.[CH3:9][C:10]1[CH:16]=[C:15](B2OC(C)(C)C(C)(C)O2)[CH:14]=[C:13]([CH3:26])[C:11]=1[NH2:12]>>[CH3:9][C:10]1[CH:16]=[C:15]([C:3]2[CH:8]=[CH:7][N:6]=[N:5][CH:4]=2)[CH:14]=[C:13]([CH3:26])[C:11]=1[NH2:12] |f:0.1|. Reactants: CCO, Cl, CC(=O)Nc1cc(CCCN2CCCCC2)cc(C(F)(F)F)c1. The product is Nc1cc(CCCN2CCCCC2)cc(C(F)(F)F)c1. Reaction SMILES: [CH3:25][CH2:26][OH:27].[ClH:24].[N:1]1([CH2:7][CH2:8][CH2:9][c:10]2[cH:11][c:12]([NH:20][C:21](=[O:22])[CH3:23])[cH:13][c:14]([C:16]([F:17])([F:18])[F:19])[cH:15]2)[CH2:2][CH2:3][CH2:4][CH2:5][CH2:6]1>>[N:1]1([CH2:7][CH2:8][CH2:9][c:10]2[cH:11][c:12]([NH2:20])[cH:13][c:14]([C:16]([F:17])([F:18])[F:19])[cH:15]2)[CH2:2][CH2:3][CH2:4][CH2:5][CH2:6]1. The reactants are Example 231A, C(C)(C)N(C(C)C)CC (N,N-diisopropylethylamine), CN1N=C(C=C1C(F)(F)F)NC(OC1=CC=CC=C1)=O (phenyl 1-methyl-5-(trifluoromethyl)-1H-pyrazol-3-ylcarbamate), Example 165A, COC=1C=C2C(=NC=NC2=CC1OCCOC)SC=1C=C(N)C=CC1 (3-(6-methoxy-7-(2-methoxyethoxy)quinazolin-4-ylthio)aniline). Solvent: C1CCOC1 (THF). The product is COC=1C=C2C(=NC=NC2=CC1OCCOC)SC=1C=C(C=CC1)NC(=O)NC1=CC(=NN1C)C(F)(F)F (1-{3-[6-methoxy-7-(2-methoxyethoxy)quinazolin-4-ylthio]phenyl}-3-[1-methyl-3-(trifluoromethyl)-1H-pyrazol-5-yl]urea). Isolated yield 7.0%. As a reaction SMILES: C[N:2]1[C:6]([C:7]([F:10])([F:9])[F:8])=[CH:5][C:4]([NH:11][C:12](=[O:20])OC2C=CC=CC=2)=[N:3]1.[CH3:21][O:22][C:23]1[CH:24]=[C:25]2[C:30](=[CH:31][C:32]=1[O:33][CH2:34][CH2:35][O:36][CH3:37])[N:29]=[CH:28][N:27]=[C:26]2[S:38][C:39]1[CH:40]=[C:41]([CH:43]=[CH:44][CH:45]=1)[NH2:42].[CH:46](N(CC)C(C)C)(C)C>C1COCC1>[CH3:21][O:22][C:23]1[CH:24]=[C:25]2[C:30](=[CH:31][C:32]=1[O:33][CH2:34][CH2:35][O:36][CH3:37])[N:29]=[CH:28][N:27]=[C:26]2[S:38][C:39]1[CH:40]=[C:41]([NH:42][C:12]([NH:11][C:4]2[N:3]([CH3:46])[N:2]=[C:6]([C:7]([F:8])([F:9])[F:10])[CH:5]=2)=[O:20])[CH:43]=[CH:44][CH:45]=1. Procedure details: Using the procedure described in Example 159B, phenyl 1-methyl-5-(trifluoromethyl)-1H-pyrazol-3-ylcarbamate described in Example 165A (0.114 g, 0.4 mmol), 3-(6-methoxy-7-(2-methoxyethoxy)quinazolin-4-ylthio)aniline described in Example 231A (0.143 g, 0.4 mmol), and N,N-diisopropylethylamine (0.5 mL) in THF (6 mL) at 50° C. for 3 hours, to afford 1-{3-[6-methoxy-7-(2-methoxyethoxy)quinazolin-4-ylthio]phenyl}-3-[1-methyl-3-(trifluoromethyl)-1H-pyrazol-5-yl]urea as solid (0.015 g, 7%). 1H NMR (300 ...